The task is: describe an organic reaction: reactants, conditions, products, and yield. This data is from the Open Reaction Database (ORD), a public repository of structured organic reaction records. Reactants: FC=1C=C2C(C(=C3N(C2=CC1N1CCNCC1)C(S3)C3=CC=CC=C3)C(=O)OCC)=O (Ethyl 6-fluoro-4-oxo-1-phenyl-7-(1-piperazinyl)-4H-[1,3]thiazeto[3,2-a]quinoline-3-carboxylate), ice water, C([O-])(O)=O.[K+] (potasium bicarbonate), BrCC=1OC(OC1C)=O (4-bromomethyl-5-methyl-1,3-dioxolen-2-one). Solvent: CN(C=O)C (N,N-dimethylformamide). Conditions: time 3 hour. Product: FC=1C=C2C(C(=C3N(C2=CC1N1CCN(CC1)CC=1OC(OC1C)=O)C(S3)C3=CC=CC=C3)C(=O)OCC)=O (Ethyl 6-fluoro-7-[4-(5-methyl-2-oxo-1,3-dioxolen-4-yl)methyl-1-piperazinyl]-4-oxo-1-phenyl-4H-[1,3]thiazeto[3,2-a]quinoline-3-carboxylate). Isolated yield 65.6%. As a reaction SMILES: [F:1][C:2]1[CH:3]=[C:4]2[C:9](=[CH:10][C:11]=1[N:12]1[CH2:17][CH2:16][NH:15][CH2:14][CH2:13]1)[N:8]1[CH:18]([C:20]3[CH:25]=[CH:24][CH:23]=[CH:22][CH:21]=3)[S:19][C:7]1=[C:6]([C:26]([O:28][CH2:29][CH3:30])=[O:27])[C:5]2=[O:31].C(=O)(O)[O-].[K+].Br[CH2:38][C:39]1[O:40][C:41](=[O:45])[O:42][C:43]=1[CH3:44]>CN(C)C=O>[F:1][C:2]1[CH:3]=[C:4]2[C:9](=[CH:10][C:11]=1[N:12]1[CH2:17][CH2:16][N:15]([CH2:38][C:39]3[O:40][C:41](=[O:45])[O:42][C:43]=3[CH3:44])[CH2:14][CH2:13]1)[N:8]1[CH:18]([C:20]3[CH:25]=[CH:24][CH:23]=[CH:22][CH:21]=3)[S:19][C:7]1=[C:6]([C:26]([O:28][CH2:29][CH3:30])=[O:27])[C:5]2=[O:31] |f:1.2|. Procedure details: Ethyl 6-fluoro-4-oxo-1-phenyl-7-(1-piperazinyl)-4H-[1,3]thiazeto[3,2-a]quinoline-3-carboxylate (3.0 g) and 0.82 g of potasium bicarbonate were suspended in 50 ml of N,N-dimethylformamide, 1.58 g of 4-bromomethyl-5-methyl-1,3-dioxolen-2-one was dropped thereinto with ice cooling, and the mixture was stirred for 3 hours. After the reaction, the mixture was poured over into ice water and the crystals separated out therefrom were collected by filtration. They were then dissolved in chloroform, the s... The reactants are CN(Cc1cccc(Br)c1)CC(O)c1ccc2ccccc2c1, ClCCl, O=S(=O)(O)O. The product is CN1Cc2cc(Br)ccc2C(c2ccc3ccccc3c2)C1. RXN SMILES: [Br:1][c:2]1[cH:3][c:4]([CH2:5][N:6]([CH2:7][CH:8]([OH:9])[c:10]2[cH:11][c:12]3[cH:13][cH:14][cH:15][cH:16][c:17]3[cH:18][cH:19]2)[CH3:20])[cH:21][cH:22][cH:23]1.[CH2:29]([Cl:30])[Cl:31].[S:24](=[O:25])(=[O:26])([OH:27])[OH:28]>>[Br:1][c:2]1[cH:3][c:4]2[c:21]([cH:22][cH:23]1)[CH:8]([c:10]1[cH:11][c:12]3[cH:13][cH:14][cH:15][cH:16][c:17]3[cH:18][cH:19]1)[CH2:7][N:6]([CH3:20])[CH2:5]2. Starting materials: [H-].[Al+3].[Li+].[H-].[H-].[H-] (lithium aluminium hydride), C(=O)([O-])[O-].[Na+].[Na+] (Na2CO3), CC=1C=NC(=NC1)C=1C=C(C(=O)OC)C=CC1 (methyl 3-(5-methylpyrimidin-2-yl)benzoate), C1CCOC1.O (THF water). The solvent is C1CCOC1 (THF), O (water), C1CCOC1 (THF). Reaction conditions: time 24 hour. Product: CC=1C=NC(=NC1)C=1C=C(C=CC1)CO ([3-(5-methylpyrimidin-2-yl)phenyl]methanol). Reaction SMILES: [CH3:1][C:2]1[CH:3]=[N:4][C:5]([C:8]2[CH:9]=[C:10]([CH:15]=[CH:16][CH:17]=2)[C:11](OC)=[O:12])=[N:6][CH:7]=1.[H-].[Al+3].[Li+].[H-].[H-].[H-].C1COCC1.O.C([O-])([O-])=O.[Na+].[Na+]>C1COCC1.O>[CH3:1][C:2]1[CH:7]=[N:6][C:5]([C:8]2[CH:9]=[C:10]([CH2:11][OH:12])[CH:15]=[CH:16][CH:17]=2)=[N:4][CH:3]=1 |f:1.2.3.4.5.6,7.8,9.10.11|. Procedure: 1.65 g (7.16 mmol) of methyl 3-(5-methylpyrimidin-2-yl)benzoate, dissolved in 7 ml of THF, are added dropwise under a nitrogen atmosphere to a suspension of 272 mg (7.16 mmol) of lithium aluminium hydride in 7 ml of THF, and the mixture is stirred at room temperature for 24 h. 4 ml of a THF/water mixture (1:1) are subsequently added dropwise. A solution of 1.5 g of Na2CO3 in 4 ml of water is then added, the precipitate is filtered off with suction, and the residue is boiled with 2×THF/ethyl acet... Starting materials: CC(C)(C)N(C([O-])=O)CCBr (1,1-dimethylethyl(2-bromoethyl)carbamate), FC(C(=O)O)(F)F.ClC=1C=C(C=CC1Cl)NC1=NC=NC2=CC(=C(C=C12)OC)O (4-[(3,4-dichlorophenyl)amino]-6-(methyloxy)quinazolin-7-ol trifluoroacetate), CC(C)(C)N(C([O-])=O)CCBr (1,1-dimethylethyl(2-bromoethyl)carbamate), C([O-])([O-])=O.[K+].[K+] (potassium carbonate), Cl (hydrogen chloride). The solvent is CN(C(C)=O)C (N,N-dimethylacetamide), O1CCOCC1 (dioxane), CO (methanol). Conditions: temperature 100 celsius. Product: Cl.NCCOC1=C(C=C2C(=NC=NC2=C1)NC1=CC(=C(C=C1)Cl)Cl)OC (7-[(2-aminoethyl)oxy]-N-(3,4-dichlorophenyl)-6-(methyloxy)quinazolin-4-amine hydrochloride). Yield: 170.3%. As a reaction SMILES: FC(F)(F)C(O)=O.[Cl:8][C:9]1[CH:10]=[C:11]([NH:16][C:17]2[C:26]3[C:21](=[CH:22][C:23]([OH:29])=[C:24]([O:27][CH3:28])[CH:25]=3)[N:20]=[CH:19][N:18]=2)[CH:12]=[CH:13][C:14]=1[Cl:15].[CH3:30][C:31]([N:34](CCBr)C(=O)[O-])(C)C.C(=O)([O-])[O-].[K+].[K+].Cl>CN(C)C(=O)C.CO.O1CCOCC1>[ClH:8].[NH2:34][CH2:31][CH2:30][O:29][C:23]1[CH:22]=[C:21]2[C:26]([C:17]([NH:16][C:11]3[CH:12]=[CH:13][C:14]([Cl:15])=[C:9]([Cl:8])[CH:10]=3)=[N:18][CH:19]=[N:20]2)=[CH:25][C:24]=1[O:27][CH3:28] |f:0.1,3.4.5,10.11|. Procedure: A solution of 4-[(3,4-dichlorophenyl)amino]-6-(methyloxy)quinazolin-7-ol trifluoroacetate (salt) (1.00 g, 2.15 mmol), 1,1-dimethylethyl(2-bromoethyl)carbamate (0.480 g, 2.15 mmol), and potassium carbonate (1.78 g, 12.9 mmol) in N,N-dimethylacetamide (2.2 mL) was heated to 100° C. for 2.5 h. An additional 0.23 g (1.03 mmol) of 1,1-dimethylethyl(2-bromoethyl)carbamate was added and the reaction mixture was further heated to 100° C. for a total of 7 h. The crude reaction mixture was partitioned bet... Starting materials: COC(C=1C(C(=O)OC)=C(C=CC1)NC1=C(C=C(C=C1)OC)OC1=CC=CC=C1)=O (3-(4-methoxy-2-phenoxy-phenylamino)-phthalic acid dimethyl ester), [OH-].[Na+] (NaOH). The solvent is C(C)O (ethanol). Product: COC1=CC(=C(C=C1)NC1=C(C(C(=O)O)=CC=C1)C(=O)O)OC1=CC=CC=C1 (3-(4-Methoxy-2-phenoxy-phenylamino)-phthalic acid). Isolated yield 93.0%. As a reaction SMILES: C[O:2][C:3](=[O:30])[C:4]1[C:5](=[C:10]([NH:14][C:15]2[CH:20]=[CH:19][C:18]([O:21][CH3:22])=[CH:17][C:16]=2[O:23][C:24]2[CH:29]=[CH:28][CH:27]=[CH:26][CH:25]=2)[CH:11]=[CH:12][CH:13]=1)[C:6]([O:8]C)=[O:7].[OH-].[Na+]>C(O)C>[CH3:22][O:21][C:18]1[CH:19]=[CH:20][C:15]([NH:14][C:10]2[CH:11]=[CH:12][CH:13]=[C:4]([C:3]([OH:30])=[O:2])[C:5]=2[C:6]([OH:8])=[O:7])=[C:16]([O:23][C:24]2[CH:29]=[CH:28][CH:27]=[CH:26][CH:25]=2)[CH:17]=1 |f:1.2|. Reported procedure: A mixture of 3-(4-methoxy-2-phenoxy-phenylamino)-phthalic acid dimethyl ester (0.80 g, 2.0 mmol) and 3N NaOH (50 mL) in ethanol (100 mL) was heated to reflux for 90 minutes. The mixture was cooled, and the solvent was removed under vacuum. The residue was dissolved in water (100 mL), washed with CH2Cl2 (2×100 mL), and acidified (HCl). The resulting mixture was extracted with ethyl acetate (4×50 mL) and the combined extracts were washed with water (3×100 mL), dried (MgSO4) and evaporated, providi... The reactants are O=C1CCC(=O)N1Br, O=C(OOC(=O)c1ccccc1)c1ccccc1, C=C(C)c1ccccc1, c1ccccc1. Yields the product C=C(CBr)c1ccccc1. As a reaction SMILES: [Br:10][N:11]1[C:12](=[O:13])[CH2:14][CH2:15][C:16]1=[O:17].[C:18]([O:19][O:20][C:21](=[O:22])[c:23]1[cH:24][cH:25][cH:26][cH:27][cH:28]1)(=[O:29])[c:30]1[cH:31][cH:32][cH:33][cH:34][cH:35]1.[CH3:1][C:2](=[CH2:3])[c:4]1[cH:5][cH:6][cH:7][cH:8][cH:9]1.[cH:36]1[cH:37][cH:38][cH:39][cH:40][cH:41]1>>[CH2:1]=[C:2]([CH2:3][Br:10])[c:4]1[cH:5][cH:6][cH:7][cH:8][cH:9]1. The reactants are ClC1=CC(=C(C=C1O)C=1C(N(C(=CN1)C(F)(F)F)C)=O)F (3-(4-chloro-2-fluoro-5-hydroxyphenyl)-1-methyl-6-trifluoromethyl-2-oxo-1,2-dihydropyrazine), ClC1=CC(=C(C=C1O)C=1C(N(C(=CN1)C(F)(F)F)C)=O)F (3-(4-chloro-2-fluoro-5-hydroxyphenyl)-1-methyl-6-trifluoromethyl-2-oxo-1,2-dihydropyrazine), C([O-])([O-])=O.[K+].[K+] (potassium carbonate), BrCC(=O)OC (methyl bromoacetate), O (water). The solvent is CN(C=O)C (N,N-dimethylformamide). Conditions: time 1 hour. Yields the product ClC1=CC(=C(C=C1OCC(=O)OC)C=1C(N(C(=CN1)C(F)(F)F)C)=O)F (3-{4-chloro-2-fluoro-5-[(methoxycarbonyl)methoxy]phenyl}-1-methyl-6-trifluoromethyl-2-oxo-1,2-dihydropyrazine). The yield is 53.0%. As a reaction SMILES: [Cl:1][C:2]1[C:7]([OH:8])=[CH:6][C:5]([C:9]2[C:10](=[O:20])[N:11]([CH3:19])[C:12]([C:15]([F:18])([F:17])[F:16])=[CH:13][N:14]=2)=[C:4]([F:21])[CH:3]=1.C(=O)([O-])[O-].[K+].[K+].Br[CH2:29][C:30]([O:32][CH3:33])=[O:31].O>CN(C)C=O>[Cl:1][C:2]1[C:7]([O:8][CH2:29][C:30]([O:32][CH3:33])=[O:31])=[CH:6][C:5]([C:9]2[C:10](=[O:20])[N:11]([CH3:19])[C:12]([C:15]([F:18])([F:17])[F:16])=[CH:13][N:14]=2)=[C:4]([F:21])[CH:3]=1 |f:1.2.3|. Reported procedure: First, 0.15 g of 3-(4-chloro-2-fluoro-5-hydroxyphenyl)-1-methyl-6-trifluoromethyl-2-oxo-1,2-dihydropyrazine (present compound 1-61) was dissolved in 0.50 ml of N,N-dimethylformamide, to which 97 mg of potassium carbonate and 48 μl of methyl bromoacetate were added, and the mixture was stirred at room temperature for 1 hour. After completion of the reaction, the reaction mixture was poured into water, followed by extraction with ethyl acetate. The organic layer was washed with saturated sodium ch... The reactants are CC(C)(C)c1cc(C=O)cc(C(C)(C)C)c1O, N#CCS(=O)(=O)CC#N. The product is CC(C)(C)c1cc(C=C(C#N)S(=O)(=O)CC#N)cc(C(C)(C)C)c1O. Reaction SMILES: [C:1]([CH3:2])([CH3:3])([CH3:4])[c:5]1[cH:6][c:7]([CH:8]=[O:9])[cH:10][c:11]([C:14]([CH3:15])([CH3:16])[CH3:17])[c:12]1[OH:13].[S:18](=[O:19])(=[O:20])([CH2:21][C:22]#[N:23])[CH2:24][C:25]#[N:26]>>[C:1]([CH3:2])([CH3:3])([CH3:4])[c:5]1[cH:6][c:7]([CH:8]=[C:21]([S:18](=[O:19])(=[O:20])[CH2:24][C:25]#[N:26])[C:22]#[N:23])[cH:10][c:11]([C:14]([CH3:15])([CH3:16])[CH3:17])[c:12]1[OH:13].